Dataset: the Open Reaction Database (ORD), a public repository of structured organic reaction records. Task: describe an organic reaction: reactants, conditions, products, and yield The reactants are CC1(N=C(OC1)C=1C=NC=CC1)C (3-(4,5-dihydro-4,4-dimethyl-2-oxazolyl)pyridine), C1(=CC=CC=C1)[Li] (phenyllithium). Run in O1CCCC1 (tetrahydrofuran). Run at time 10 minute. Yields the product CC1(N=C(OC1)C1=CNC=CC1C1=CC=CC=C1)C (1,4-dihydro-3-(4,5-dihydro-4,4-dimethyl-2-oxazolyl)-4-phenylpyridine). Isolated yield 82.3%. As a reaction SMILES: [CH3:1][C:2]1([CH3:13])[CH2:6][O:5][C:4]([C:7]2[CH:8]=[N:9][CH:10]=[CH:11][CH:12]=2)=[N:3]1.[C:14]1([Li])[CH:19]=[CH:18][CH:17]=[CH:16][CH:15]=1>O1CCCC1>[CH3:1][C:2]1([CH3:13])[CH2:6][O:5][C:4]([C:7]2[CH:12]([C:14]3[CH:19]=[CH:18][CH:17]=[CH:16][CH:15]=3)[CH:11]=[CH:10][NH:9][CH:8]=2)=[N:3]1. Reported procedure: To a cooled (-78° C.) solution of 3-(4,5-dihydro-4,4-dimethyl-2-oxazolyl)pyridine [Hauck A. E., et al., J. Chem. Soc. Perkin I 1980:2070-2076] (140.0 g, 0.79 mol) in 500 mL dry tetrahydrofuran (THF), phenyllithium (1.42 mol, 1.8 eq) is added under a nitrogen atmosphere until gas chromatography (GC) analysis indicates no more starting material is present. The reaction mixture is stirred for 10 minutes and then quenched with 500 mL water at -78° C. After warming the reaction mixture to room temper...